The task is: describe an organic reaction: reactants, conditions, products, and yield. This data is from the Open Reaction Database (ORD), a public repository of structured organic reaction records. The reactants are ClC1=NC2=CC=CC=C2C=C1C1=CC=CC=C1 (2-chloro-3-phenylquinoline), CN(CCO)C (2-Dimethylaminoethanol), [H-].[Na+] (sodium hydride), ice water, [H][H] (hydrogen). The solvent is CN(C=O)C (dimethylformamide). Yields the product Cl.CN(CCOC1=NC2=CC=CC=C2C=C1C1=CC=CC=C1)C (2-(2-dimethylaminoethoxy)-3-phenylquinoline hydrochloride). As a reaction SMILES: [CH3:1][N:2]([CH3:6])[CH2:3][CH2:4][OH:5].[H-].[Na+].[H][H].[Cl:11][C:12]1[C:21]([C:22]2[CH:27]=[CH:26][CH:25]=[CH:24][CH:23]=2)=[CH:20][C:19]2[C:14](=[CH:15][CH:16]=[CH:17][CH:18]=2)[N:13]=1>CN(C)C=O>[ClH:11].[CH3:1][N:2]([CH3:6])[CH2:3][CH2:4][O:5][C:12]1[C:21]([C:22]2[CH:27]=[CH:26][CH:25]=[CH:24][CH:23]=2)=[CH:20][C:19]2[C:14](=[CH:15][CH:16]=[CH:17][CH:18]=2)[N:13]=1 |f:1.2,6.7|. Procedure details: 2-Dimethylaminoethanol (1.07 g.) was added dropwise to a suspension of sodium hydride (0.56 g. of a 50% w/w dispersion in mineral oil) in dimethylformamide (25 ml.) at 0°-5°. When all the hydrogen had evolved, 2-chloro-3-phenylquinoline (2.5 g.) was added and the mixture was stirred and heated at 75° for 12 hours. The mixture was then cooled to ambient temperature, poured into ice-water (500 ml.), and extracted with ethyl acetate (5×100 ml.). The ethyl acetate extract was washed successively wit... The reactants are COC(=O)C(C)NCc1ccccc1, O=C(NC1(C(=O)O)CC1)OCc1ccccc1, C(=NC1CCCCC1)=NC1CCCCC1, ClCCl. The product is COC(=O)C(C)N(Cc1ccccc1)C(=O)C1(NC(=O)OCc2ccccc2)CC1. RXN SMILES: [CH2:16]([c:17]1[cH:18][cH:19][cH:20][cH:21][cH:22]1)[NH:23][CH:24]([CH3:25])[C:26](=[O:27])[O:28][CH3:29].[CH2:30]([c:31]1[cH:32][cH:33][cH:34][cH:35][cH:36]1)[O:37][C:38](=[O:39])[NH:40][C:41]1([C:44](=[O:45])[OH:46])[CH2:42][CH2:43]1.[CH:1]1([N:2]=[C:3]=[N:4][CH:5]2[CH2:6][CH2:7][CH2:8][CH2:9][CH2:10]2)[CH2:11][CH2:12][CH2:13][CH2:14][CH2:15]1.[Cl:47][CH2:48][Cl:49]>>[CH2:16]([c:17]1[cH:18][cH:19][cH:20][cH:21][cH:22]1)[N:23]([CH:24]([CH3:25])[C:26](=[O:27])[O:28][CH3:29])[C:44]([C:41]1([NH:40][C:38]([O:37][CH2:30][c:31]2[cH:32][cH:33][cH:34][cH:35][cH:36]2)=[O:39])[CH2:42][CH2:43]1)=[O:45].